This data is from the Open Reaction Database (ORD), a public repository of structured organic reaction records. The task is: describe an organic reaction: reactants, conditions, products, and yield The reactants are C1CCC2=NCCCN2CC1, O=C(Nc1cccc2cnccc12)C(Cl)(Cl)Cl, NCCc1cccc(Cl)c1Cl. The product is O=C(NCCc1cccc(Cl)c1Cl)Nc1cccc2cnccc12. Reaction SMILES: [CH2:29]1[CH2:30][CH2:31][C:32]2=[N:37][CH2:36][CH2:35][CH2:34][N:33]2[CH2:38][CH2:39]1.[Cl:12][C:13]([C:14](=[O:15])[NH:16][c:17]1[c:18]2[cH:19][cH:20][n:21][cH:22][c:23]2[cH:24][cH:25][cH:26]1)([Cl:27])[Cl:28].[Cl:1][c:2]1[c:3]([CH2:9][CH2:10][NH2:11])[cH:4][cH:5][cH:6][c:7]1[Cl:8]>>[Cl:1][c:2]1[c:3]([CH2:9][CH2:10][NH:11][C:14](=[O:15])[NH:16][c:17]2[c:18]3[cH:19][cH:20][n:21][cH:22][c:23]3[cH:24][cH:25][cH:26]2)[cH:4][cH:5][cH:6][c:7]1[Cl:8].